Dataset: the Open Reaction Database (ORD), a public repository of structured organic reaction records. Task: describe an organic reaction: reactants, conditions, products, and yield The reactants are ClC=1C=C(C(=O)Cl)C=CC1Cl (3,4-dichlorobenzoylchloride), OC(C1=CC=CC=C1)=C1C(NC(S1)=O)=O (5-(hydroxybenzylidene)thiazolidine-2,4-dione), TEA, C1CCOC1 (THF), C1CCOC1 (THF). Solvent: CCOC(=O)C (EtOAc). Run at time 1.5 hour. Yields the product ClC=1C=C(C(=O)OC2=C(C=C3C(NC(S3)=O)=O)C=CC=C2)C=CC1Cl (5-(2-(3,4-Dichlorobenzoyloxy)benzylidene)thiazolidine-2,4-dione). RXN SMILES: [Cl:1][C:2]1[CH:3]=[C:4]([CH:8]=[CH:9][C:10]=1[Cl:11])[C:5](Cl)=[O:6].O[C:13](=[C:20]1[S:24][C:23](=[O:25])[NH:22][C:21]1=[O:26])[C:14]1[CH:19]=[CH:18][CH:17]=[CH:16][CH:15]=1.C1C[O:30]CC1>CCOC(C)=O>[Cl:1][C:2]1[CH:3]=[C:4]([CH:8]=[CH:9][C:10]=1[Cl:11])[C:5]([O:30][C:15]1[CH:16]=[CH:17][CH:18]=[CH:19][C:14]=1[CH:13]=[C:20]1[S:24][C:23](=[O:25])[NH:22][C:21]1=[O:26])=[O:6]. Reported procedure: A solution of 3,4-dichlorobenzoylchloride in THF was slowly added to a solution of 5-(hydroxybenzylidene)thiazolidine-2,4-dione (1.5 eq.) and TEA (1.5 eq.) in THF. The resulting reaction was stirred for 1-2 h at which time the solid was filtered and filtrate was concentrated under reduced pressure to yield light yellow solid. The solid was dissolved in EtOAc followed by washing with sat. aq. K2CO3. The organic phase was separated, and dried over Na2SO4 followed by concentration under reduced pre... The reactants are CCOC(=O)C(Cc1ccc(O)cc1)OCC, COc1cccc(OC)c1-c1ccc(C(C)=CCO)cc1. The product is CCOC(=O)C(Cc1ccc(OCC=C(C)c2ccc(-c3c(OC)cccc3OC)cc2)cc1)OCC. As a reaction SMILES: [CH2:22]([CH3:23])[O:24][CH:25]([C:26](=[O:27])[O:28][CH2:29][CH3:30])[CH2:31][c:32]1[cH:33][cH:34][c:35]([OH:38])[cH:36][cH:37]1.[CH3:1][O:2][c:3]1[c:4](-[c:11]2[cH:12][cH:13][c:14]([C:17](=[CH:18][CH2:19][OH:20])[CH3:21])[cH:15][cH:16]2)[c:5]([O:9][CH3:10])[cH:6][cH:7][cH:8]1>>[CH3:1][O:2][c:3]1[c:4](-[c:11]2[cH:12][cH:13][c:14]([C:17](=[CH:18][CH2:19][O:20][c:35]3[cH:34][cH:33][c:32]([CH2:31][CH:25]([O:24][CH2:22][CH3:23])[C:26](=[O:27])[O:28][CH2:29][CH3:30])[cH:37][cH:36]3)[CH3:21])[cH:15][cH:16]2)[c:5]([O:9][CH3:10])[cH:6][cH:7][cH:8]1. Starting materials: Cl.FC=1C=C(C(=CC1)OC)NN (3-fluoro-6-methoxy-phenylhydrazine hydrochloride), C(CCC(=O)C)(=O)O (Levulinic acid). Run in C(C)(=O)O (acetic acid). The product is N1C=CC2=CC=CC=C12 (indole). RXN SMILES: Cl.F[C:3]1[CH:4]=[C:5]([NH:11]N)[C:6](OC)=[CH:7][CH:8]=1.[C:13](O)(=O)[CH2:14]CC(C)=O>C(O)(=O)C>[NH:11]1[C:5]2[C:6](=[CH:7][CH:8]=[CH:3][CH:4]=2)[CH:14]=[CH:13]1 |f:0.1|. Procedure details: Condensation of hydrazine hydrochloride (2) with levulinic acid (3) in acetic acid results in the formation of two regioisomeric indole derivatives 4 and 5 in a 1:7 ratio. The major regioisomer 5 can be isolated in pure form by crystallization of the reaction mixture. Alternatively, the indole mixture can be esterified with an alcohol such as 2-trimethylsilylethanol to afford the corresponding esters that can then be separated by a number of means, for example by chromatography. Starting materials: OC[C@H]1[C@@H](C1)CC(=O)O (trans-2-(2-(hydroxymethyl)cyclopropyl)acetic acid), C(C1=CC=CC=C1)Br (benzyl bromide), C([O-])([O-])=O.[K+].[K+] (potassium carbonate), CN(C)C=O (DMF). Solvent: O (water). Conditions: time 8 hour. The product is OC[C@H]1[C@@H](C1)CC(=O)OCC1=CC=CC=C1 (benzyl trans-2-(2-(hydroxymethyl)cyclopropyl)acetate). The yield is 52.6%. Reaction SMILES: [OH:1][CH2:2][C@@H:3]1[CH2:5][C@H:4]1[CH2:6][C:7]([OH:9])=[O:8].[CH2:10](Br)[C:11]1[CH:16]=[CH:15][CH:14]=[CH:13][CH:12]=1.C(=O)([O-])[O-].[K+].[K+].CN(C=O)C>O>[OH:1][CH2:2][C@@H:3]1[CH2:5][C@H:4]1[CH2:6][C:7]([O:9][CH2:10][C:11]1[CH:16]=[CH:15][CH:14]=[CH:13][CH:12]=1)=[O:8] |f:2.3.4|. Reported procedure: A mixture of trans-2-(2-(hydroxymethyl)cyclopropyl)acetic acid (50 mg, 0.38 mmol), benzyl bromide (0.050 mL, 0.42 mmol), potassium carbonate (58.4 mg, 0.42 mmol) and DMF (2 mL) was stirred overnight at room temperature. To the reaction mixture was added water, and the mixture was extracted with ethyl acetate. The organic layer was dried over magnesium sulfate, and the solvent was evaporated under reduced pressure. The obtained residue was purified by silica gel column chromatography (solvent gra... The reactants are C(=O)([O-])[O-].[K+].[K+] (K2CO3), BrC1=CC=C(C(=O)N)C=C1 (4-Bromobenzamide), COOC(N(C)C)OOC (dimethylformamide dimethoxyacetal), Cl.NO (Hydroxylamine hydrochloride). Solvent: O1CCOCC1 (dioxane), [OH-].[Na+] (NaOH), CC(=O)O (AcOH), C(Cl)Cl (DCM). Run at time 30 minute. The product is BrC1=CC=C(C=C1)C1=NC(=NO1)C (5-(4-Bromophenyl)-3-methyl-1,2,4-oxadiazole). Reaction SMILES: [Br:1][C:2]1[CH:10]=[CH:9][C:5]([C:6]([NH2:8])=[O:7])=[CH:4][CH:3]=1.COOC(OOC)[N:15]([CH3:17])C.Cl.NO.[C:24]([O-])([O-])=O.[K+].[K+]>[OH-].[Na+].C(Cl)Cl.CC(O)=O.O1CCOCC1>[Br:1][C:2]1[CH:10]=[CH:9][C:5]([C:6]2[O:7][N:15]=[C:17]([CH3:24])[N:8]=2)=[CH:4][CH:3]=1 |f:2.3,4.5.6,7.8|. Reported procedure: 4-Bromobenzamide (5.3 g) and dimethylformamide dimethoxyacetal (35 ml) were heated together at 125° C. for 2 h. The reaction was allowed to cool to rt and the liquid evaporated to give a pale yellow solid. Hydroxylamine hydrochloride (2.2 g) in 1N NaOH solution (36 ml) was added, followed by dioxane (36 ml) then AcOH (48 ml). The reaction mixture was stirred at rt for 30 min then heated at 90° C. for 3 h. The reaction was allowed to cool to rt and saturated aqueous K2CO3 solution (100 ml) was ad...